describe an organic reaction: reactants, conditions, products, and yield From a dataset of the Open Reaction Database (ORD), a public repository of structured organic reaction records. Reactants: FC(C=1NC2=CC=C(C(=C2C1)C#N)C#N)F (2-(difluoromethyl)-1H-indole-4,5-dicarbonitrile), BrC(C(=O)OC)C (methyl 2-bromopropanoate). The product is C(#N)C1=C2C=C(N(C2=CC=C1C#N)C(C(=O)OC)C)C(F)F (Methyl 2-(4,5-dicyano-2-(difluoromethyl)-1H-indol-1-yl)propanoate). As a reaction SMILES: [F:1][CH:2]([F:16])[C:3]1[NH:4][C:5]2[C:10]([CH:11]=1)=[C:9]([C:12]#[N:13])[C:8]([C:14]#[N:15])=[CH:7][CH:6]=2.Br[CH:18]([CH3:23])[C:19]([O:21][CH3:22])=[O:20]>>[C:12]([C:9]1[C:8]([C:14]#[N:15])=[CH:7][CH:6]=[C:5]2[C:10]=1[CH:11]=[C:3]([CH:2]([F:1])[F:16])[N:4]2[CH:18]([CH3:23])[C:19]([O:21][CH3:22])=[O:20])#[N:13]. Procedure: Synthesized in a manner similar to Example 1 using 2-(difluoromethyl)-1H-indole-4,5-dicarbonitrile (see, for example, US2008139631A1) and methyl 2-bromopropanoate: MS (ESI): m/z 304 (M+H). The yield is 43.3%. The reactants are O (water), [N+](=O)([O-])C1=CC=C(C(C=O)=C1)O (5-nitrosalicylaldehyde), ClC\C=C\CCl (trans-1,4-dichloro-2-butene), C([O-])([O-])=O.[K+].[K+] (potassium carbonate). Solvent: CN(C=O)C (dimethylformamide). The product is ClC/C=C/COC1=C(C=O)C=C(C=C1)[N+](=O)[O-] (2-[(E)-4-chloro-2-butenyloxy]-5-nitrobenzaldehyde). Conditions: time 2 hour. RXN SMILES: [N+:1]([C:4]1[CH:11]=[C:8]([CH:9]=[O:10])[C:7]([OH:12])=[CH:6][CH:5]=1)([O-:3])=[O:2].[Cl:13][CH2:14]/[CH:15]=[CH:16]/[CH2:17]Cl.C(=O)([O-])[O-].[K+].[K+].O>CN(C)C=O>[Cl:13][CH2:14]/[CH:15]=[CH:16]/[CH2:17][O:12][C:7]1[CH:6]=[CH:5][C:4]([N+:1]([O-:3])=[O:2])=[CH:11][C:8]=1[CH:9]=[O:10] |f:2.3.4|. Procedure details: A solution of 8 g of 5-nitrosalicylaldehyde, 30.8 g of trans-1,4-dichloro-2-butene and 13.2 g of potassium carbonate in 35 ml of dimethylformamide was stirred at room temperature for 19 hours, and further stirred at 80°-87° C. (outside temperature) for 2 hours. The mixture was allowed to cool, poured into 80 ml of water, and extracted with chloroform. The extract (organic layer separated) was concentrated under reduced pressure. The residue was subjected to column chromatography on silica gel. T... Starting materials: Cc1cc(C)cc(-c2[nH]c3ccccc3c2CCNCCCCc2ccc(O)cc2)c1, CC#N, CN(C)C=O, CCN(C(C)C)C(C)C, NC(=O)CI. Yields the product Cc1cc(C)cc(-c2[nH]c3ccccc3c2CCN(CCCCc2ccc(O)cc2)CC(N)=O)c1. RXN SMILES: [CH3:1][c:2]1[cH:3][c:4](-[c:9]2[nH:10][c:11]3[cH:12][cH:13][cH:14][cH:15][c:16]3[c:17]2[CH2:18][CH2:19][NH:20][CH2:21][CH2:22][CH2:23][CH2:24][c:25]2[cH:26][cH:27][c:28]([OH:31])[cH:29][cH:30]2)[cH:5][c:6]([CH3:8])[cH:7]1.[CH3:46][C:47]#[N:48].[CH3:49][N:50]([CH3:51])[CH:52]=[O:53].[CH:32]([N:33]([CH:34]([CH3:35])[CH3:36])[CH2:37][CH3:38])([CH3:39])[CH3:40].[I:41][CH2:42][C:43](=[O:44])[NH2:45]>>[CH3:1][c:2]1[cH:3][c:4](-[c:9]2[nH:10][c:11]3[cH:12][cH:13][cH:14][cH:15][c:16]3[c:17]2[CH2:18][CH2:19][N:20]([CH2:21][CH2:22][CH2:23][CH2:24][c:25]2[cH:26][cH:27][c:28]([OH:31])[cH:29][cH:30]2)[CH2:42][C:43](=[O:44])[NH2:45])[cH:5][c:6]([CH3:8])[cH:7]1. Starting materials: COc1ccccc1C1CCNCC1, CN(C)C=O, CCN(C(C)C)C(C)C, ClCCBr, Cl, [Na+], [OH-], O. Yields the product COc1ccccc1C1CCN(CCCl)CC1. RXN SMILES: [CH3:2][O:3][c:4]1[c:5]([CH:10]2[CH2:11][CH2:12][NH:13][CH2:14][CH2:15]2)[cH:6][cH:7][cH:8][cH:9]1.[CH3:32][N:33]([CH3:34])[CH:35]=[O:36].[CH:18]([N:19]([CH2:20][CH3:21])[CH:22]([CH3:23])[CH3:24])([CH3:25])[CH3:26].[Cl:27][CH2:28][CH2:29][Br:30].[ClH:1].[Na+:17].[OH-:16].[OH2:31]>>[CH3:2][O:3][c:4]1[c:5]([CH:10]2[CH2:11][CH2:12][N:13]([CH2:29][CH2:28][Cl:27])[CH2:14][CH2:15]2)[cH:6][cH:7][cH:8][cH:9]1. Starting materials: [Li]C(C)(C)C, CCCCC, CC(C)(C)OC(=O)Nc1ccc(C(F)(F)F)cc1, CI, C1CCOC1, O. The product is Cc1cc(C(F)(F)F)ccc1NC(=O)OC(C)(C)C. As a reaction SMILES: [C:1]([Li:2])([CH3:3])([CH3:4])[CH3:5].[CH3:27][CH2:28][CH2:29][CH2:30][CH3:31].[F:6][C:7]([c:8]1[cH:9][cH:10][c:11]([NH:14][C:15]([O:16][C:17]([CH3:18])([CH3:19])[CH3:20])=[O:21])[cH:12][cH:13]1)([F:22])[F:23].[I:24][CH3:25].[O:32]1[CH2:33][CH2:34][CH2:35][CH2:36]1.[OH2:26]>>[CH3:1][c:12]1[c:11]([NH:14][C:15]([O:16][C:17]([CH3:18])([CH3:19])[CH3:20])=[O:21])[cH:10][cH:9][c:8]([C:7]([F:6])([F:22])[F:23])[cH:13]1. Reactants: NC1=NC=CC=C1O (2-amino-3-hydroxypyridine), ClCCl (dichloromethane), [OH-].[Na+] (sodium hydroxide), ClC=1C(=C(CBr)C=CC1)F (3-chloro-2-fluorobenzyl bromide). Reagents/catalysts: CCCCCCCC[N+](C)(CCCCCCCC)CCCCCCCC.[Cl-] (Adogen 464). The solvent is O (water). Reaction conditions: time 5 minute. Yields the product NC1=NC=CC=C1OCC1=C(C(=CC=C1)Cl)F (2-Amino- 3-(3-chloro-2-fluorobenzyloxy)pyridine). As a reaction SMILES: [NH2:1][C:2]1[C:7]([OH:8])=[CH:6][CH:5]=[CH:4][N:3]=1.ClCCl.[OH-].[Na+].[Cl:14][C:15]1[C:16]([F:23])=[C:17]([CH:20]=[CH:21][CH:22]=1)[CH2:18]Br>CCCCCCCC[N+](CCCCCCCC)(CCCCCCCC)C.[Cl-].O>[NH2:1][C:2]1[C:7]([O:8][CH2:18][C:17]2[CH:20]=[CH:21][CH:22]=[C:15]([Cl:14])[C:16]=2[F:23])=[CH:6][CH:5]=[CH:4][N:3]=1 |f:2.3,5.6|. Procedure details: A mixture of 2-amino-3-hydroxypyridine (2.42 g, 0.022 mol), dichloromethane (20 ml) and 40% aqueous sodium hydroxide solution (20 ml) was stirred for five minutes, then 3-chloro-2-fluorobenzyl bromide (5.0 g, 0.022 mol) and Adogen 464 (3 ml) were added and stirring continued for 16 hours. The mixture was diluted with water and extracted with dichloromethane. Drying and evaporation of the organic extracts, and trituration with ether gave the desired product. Yield 3.22 g (58%), m.p. 98°-100 ° C. Reactants: COc1ccc(CCN)cc1OC, CCOC(C)=O, Cc1ccc(NCC(=O)O)cc1. The product is COc1ccc(CCNC(=O)CNc2ccc(C)cc2)cc1OC. As a reaction SMILES: [CH3:1][O:2][c:3]1[cH:4][c:5]([CH2:6][CH2:7][NH2:8])[cH:9][cH:10][c:11]1[O:12][CH3:13].[CH3:26][CH2:27][O:28][C:29](=[O:30])[CH3:31].[c:14]1([CH3:25])[cH:15][cH:16][c:17]([NH:20][CH2:21][C:22](=[O:23])[OH:24])[cH:18][cH:19]1>>[CH3:1][O:2][c:3]1[cH:4][c:5]([CH2:6][CH2:7][NH:8][C:22]([CH2:21][NH:20][c:17]2[cH:16][cH:15][c:14]([CH3:25])[cH:19][cH:18]2)=[O:23])[cH:9][cH:10][c:11]1[O:12][CH3:13]. The reactants are O1C(OCC1)C=1C=C(C=CC1)C=1OC(=NN1)C1=CC=C(C=C1)C(F)(F)F (2-[3-(1,3-dioxolan-2-yl)phenyl]-5-(4-trifluoromethylphenyl)-1,3,4-oxadiazole), S(O)(O)(=O)=O (sulfuric acid). Run in CC(=O)C (acetone). Product: FC(C1=CC=C(C=C1)C1=NN=C(O1)C=1C=C(C=O)C=CC1)(F)F (3-[5-(4-trifluoromethylphenyl)-1,3,4-oxadiazol-2-yl]benzaldehyde). Isolated yield 99.4%. Reaction SMILES: [O:1]1CCO[CH:2]1[C:6]1[CH:7]=[C:8]([C:12]2[O:13][C:14]([C:17]3[CH:22]=[CH:21][C:20]([C:23]([F:26])([F:25])[F:24])=[CH:19][CH:18]=3)=[N:15][N:16]=2)[CH:9]=[CH:10][CH:11]=1.S(=O)(=O)(O)O>CC(C)=O>[F:26][C:23]([F:24])([F:25])[C:20]1[CH:21]=[CH:22][C:17]([C:14]2[O:13][C:12]([C:8]3[CH:7]=[C:6]([CH:11]=[CH:10][CH:9]=3)[CH:2]=[O:1])=[N:16][N:15]=2)=[CH:18][CH:19]=1. Procedure details: A mixture of 2-[3-(1,3-dioxolan-2-yl)phenyl]-5-(4-trifluoromethylphenyl)-1,3,4-oxadiazole (4.10 g), 0.5 M sulfuric acid (30 ml) and acetone (100 ml) was heated under reflux for 1 hr. After cooling, the reaction mixture was concentrated, and the residue was diluted with ethyl acetate. This solution was washed with water and saturated brine, dried over anhydrous magnesium sulfate and concentrated to give 3-[5-(4-trifluoromethylphenyl)-1,3,4-oxadiazol-2-yl]benzaldehyde (3.58 g, yield 99%). Recrysta... RXN SMILES: [CH3:14][CH2:15][OH:16].[CH3:1][NH:2][CH2:3][CH2:4][c:5]1[c:6]([N+:11]([O-:12])=[O:13])[cH:7][cH:8][cH:9][cH:10]1.[Ni:17]>>[CH3:1][NH:2][CH2:3][CH2:4][c:5]1[c:6]([NH2:11])[cH:7][cH:8][cH:9][cH:10]1. The reactants are CCO, CNCCc1ccccc1[N+](=O)[O-], [Ni]. The product is CNCCc1ccccc1N.